This data is from the Open Reaction Database (ORD), a public repository of structured organic reaction records. The task is: describe an organic reaction: reactants, conditions, products, and yield Reactants: BrC=1N(C=CN1)CC=1C=C(C=CC1)C1=C(SC(=C1)CC(C)C)S(=O)(=O)NC(C)(C)C (3-[3-(2-bromoimidazol-1-ylmethyl)phenyl]-5-iso-butyl-N-tert-butylthiophene-2-sulfonamide), C(C)O (ethanol), S1C=C(C=C1)B(O)O (3-thienyl boronic acid), [OH-].[Na+] (NaOH), S1C=C(C=C1)B(O)O (3-thienyl boronic acid). The reagents and catalysts are C=1C=CC(=CC1)[P](C=2C=CC=CC2)(C=3C=CC=CC3)[Pd]([P](C=4C=CC=CC4)(C=5C=CC=CC5)C=6C=CC=CC6)([P](C=7C=CC=CC7)(C=8C=CC=CC8)C=9C=CC=CC9)[P](C=1C=CC=CC1)(C=1C=CC=CC1)C=1C=CC=CC1 (Pd(PPh3)4), C=1C=CC(=CC1)[P](C=2C=CC=CC2)(C=3C=CC=CC3)[Pd]([P](C=4C=CC=CC4)(C=5C=CC=CC5)C=6C=CC=CC6)([P](C=7C=CC=CC7)(C=8C=CC=CC8)C=9C=CC=CC9)[P](C=1C=CC=CC1)(C=1C=CC=CC1)C=1C=CC=CC1 (Pd(PPh3)4). Solvent: CCOC(=O)C (EtOAc), C1(=CC=CC=C1)C (toluene). Reaction conditions: temperature 90 celsius, time 4 hour. The product is S1C=C(C=C1)C=1N(C=CN1)CC=1C=C(C=CC1)C1=C(SC(=C1)CC(C)C)S(=O)(=O)NC(C)(C)C (3-[3-(2-Thiophen-3-yl-imidazol-1-ylmethyl)-phenyl]-5-iso-butyl-N-tert-butyl-thiophene-2-sulfonamide). The yield is 71.0%. Reaction SMILES: Br[C:2]1[N:3]([CH2:7][C:8]2[CH:9]=[C:10]([C:14]3[CH:18]=[C:17]([CH2:19][CH:20]([CH3:22])[CH3:21])[S:16][C:15]=3[S:23]([NH:26][C:27]([CH3:30])([CH3:29])[CH3:28])(=[O:25])=[O:24])[CH:11]=[CH:12][CH:13]=2)[CH:4]=[CH:5][N:6]=1.C(O)C.[S:34]1[CH:38]=[CH:37][C:36](B(O)O)=[CH:35]1.[OH-].[Na+]>C1(C)C=CC=CC=1.CCOC(C)=O.C1C=CC([P]([Pd]([P](C2C=CC=CC=2)(C2C=CC=CC=2)C2C=CC=CC=2)([P](C2C=CC=CC=2)(C2C=CC=CC=2)C2C=CC=CC=2)[P](C2C=CC=CC=2)(C2C=CC=CC=2)C2C=CC=CC=2)(C2C=CC=CC=2)C2C=CC=CC=2)=CC=1>[S:34]1[CH:38]=[CH:37][C:36]([C:2]2[N:3]([CH2:7][C:8]3[CH:9]=[C:10]([C:14]4[CH:18]=[C:17]([CH2:19][CH:20]([CH3:22])[CH3:21])[S:16][C:15]=4[S:23]([NH:26][C:27]([CH3:30])([CH3:29])[CH3:28])(=[O:25])=[O:24])[CH:11]=[CH:12][CH:13]=3)[CH:4]=[CH:5][N:6]=2)=[CH:35]1 |f:3.4,^1:60,62,81,100|. Procedure details: To a solution of 3-[3-(2-bromoimidazol-1-ylmethyl)phenyl]-5-iso-butyl-N-tert-butylthiophene-2-sulfonamide (61.7 mg, 0.121 mmol; see Example 11((b)) in toluene (5 mL) and ethanol (0.5 mL) was added 3-thienyl boronic acid (77.3 mg, 0.604 mmol), Pd(PPh3)4 (8.4 mg, 7.25 μmol) and NaOH (0.48 mL, 0.725 mmol, 1.5 M aq), and the reaction mixture stirred for 4 h at 90° C. Another portion of 3-thienyl boronic acid (60.0 mg, 0.469 mmol) and Pd(PPh3)4 (5.0 mg, 4.3 μmol) was added and the reaction was stirre...